Dataset: the Open Reaction Database (ORD), a public repository of structured organic reaction records. Task: describe an organic reaction: reactants, conditions, products, and yield Reactants: NC(=O)N (urea), chitin, chitin, OCC(O)CO (glycerol), S(=O)(=O)(OCCCCCCCCCCCC)[O-].[Na+] (SDS), Tween 20, 24B, CCC(CC)COC(C1=CC=CC=C1)(C2=CC=CC=C2)C(=O)N(C)CC[NH+](C)C.[Cl-] (X-100), NC(=O)N (urea), chitin, chitin, P(=O)([O-])([O-])[O-] (phosphate). Reaction conditions: time 1 hour. Yields the product C(C)(=O)N[C@H]1C(O)O[C@@H]([C@H]([C@@H]1O)O)CO (N-acetylglucosamine), chitin. RXN SMILES: NC(N)=[O:3].P([O-])([O-])([O-])=O.S([O-])([O:13][CH2:14][CH2:15][CH2:16]CCCCCCCCC)(=O)=O.[Na+].CCC(CO[C:35]([C:48]([N:50](CC[NH+](C)C)C)=[O:49])(C1C=CC=CC=1)C1C=CC=CC=1)CC.[Cl-].[OH:58][CH2:59][CH:60]([CH2:62][OH:63])[OH:61]>>[C:48]([NH:50][C@@H:15]1[C@@H:14]([OH:13])[C@H:59]([OH:58])[C@@H:60]([CH2:62][OH:63])[O:61][CH:16]1[OH:3])(=[O:49])[CH3:35] |f:2.3,4.5|. Procedure: The improvement in the decomposition rate of chitin by chitin decomposition enzyme was studied by means of exposing chitin in the buffer containing urea, etc. After chitin (manufactured by Wako Junyaku Kogyo) was added so as to become 2(W/V)% to 100 mM phosphate buffer (pH 0.6) in which 20(W/V)% glycerol, 0.5(W/V)% SDS (sodium dodecyl sulfate), 1(W/V)% Tween 20, 1(W/V)% Pururonic L44 (manufactured by Asahi Denka), 1(W/V)% Anhitool 24B (manufactured by Kao), Triton X-100 or 0.2M urea are dissolve... The reactants are Cl.CNC (dimethylamine hydrochloride), C[O-].[Na+] (sodium methoxide), C1(CC1)C(=O)C (methyl cyclopropyl ketone), C(=O)OCC (ethyl formate). Solvent: CO (methanol), C1CCOC1 (THF). Reaction conditions: time 4 hour. Product: C1(CC1)C(C=CN(C)C)=O (1-(Cyclopropyl)-3-dimethylaminoprop-2-en-1-one). As a reaction SMILES: [CH3:1][O-].[Na+].C(OCC)=O.[CH:9]1([C:12]([CH3:14])=[O:13])[CH2:11][CH2:10]1.Cl.[CH3:16][NH:17][CH3:18]>C1COCC1.CO>[CH:9]1([C:12](=[O:13])[CH:14]=[CH:16][N:17]([CH3:1])[CH3:18])[CH2:11][CH2:10]1 |f:0.1,4.5|. Procedure details: To a suspension of 5.94 g (0.11 mol) of sodium methoxide in 200 mL of dry THF was added 8.89 mL (0.11 mol) of ethyl formate, followed by methyl cyclopropyl ketone (9.91 mL, 0.10 mol, [765-43-5]). The reaction mixture rapidly turned yellow and was stirred at 25° for 4 hours. The reaction mixture was then concentrated and the residue was dissolved in 100 mL of methanol. To this was added a solution of 8.97 g (0.11 mol) of dimethylamine hydrochloride in 50 mL of methanol. The mixture was stirred fo...